From a dataset of the Open Reaction Database (ORD), a public repository of structured organic reaction records. describe an organic reaction: reactants, conditions, products, and yield Reactants: Brc1ccncc1, CC(C)(C)OC(=O)N1CCC2(CCNCC2)C1, Cc1ccccc1, Cl, CC(=O)[O-], CC(=O)[O-], [Pd+2], c1ccc(P(c2ccccc2)c2ccc3ccccc3c2-c2c(P(c3ccccc3)c3ccccc3)ccc3ccccc23)cc1. The product is CC(C)(C)OC(=O)N1CCC2(CCN(c3ccncc3)CC2)C1. Reaction SMILES: [Br:64][c:65]1[cH:66][cH:67][n:68][cH:69][cH:70]1.[CH2:47]1[N:48]([C:57](=[O:58])[O:59][C:60]([CH3:61])([CH3:62])[CH3:63])[CH2:49][CH2:50][C:51]12[CH2:52][CH2:53][NH:54][CH2:55][CH2:56]2.[CH3:72][c:73]1[cH:74][cH:75][cH:76][cH:77][cH:78]1.[ClH:71].[O-:80][C:81]([CH3:82])=[O:83].[O-:84][C:85]([CH3:86])=[O:87].[Pd+2:79].[cH:1]1[cH:2][cH:3][c:4]([P:5]([c:6]2[cH:7][cH:8][c:9]3[c:10]([cH:11][cH:12][cH:13][cH:14]3)[c:15]2-[c:16]2[c:17]3[c:18]([cH:19][cH:20][cH:21][cH:22]3)[cH:23][cH:24][c:25]2[P:26]([c:27]2[cH:28][cH:29][cH:30][cH:31][cH:32]2)[c:33]2[cH:34][cH:35][cH:36][cH:37][cH:38]2)[c:39]2[cH:40][cH:41][cH:42][cH:43][cH:44]2)[cH:45][cH:46]1>>[CH2:47]1[N:48]([C:57](=[O:58])[O:59][C:60]([CH3:61])([CH3:62])[CH3:63])[CH2:49][CH2:50][C:51]12[CH2:52][CH2:53][N:54]([c:65]1[cH:66][cH:67][n:68][cH:69][cH:70]1)[CH2:55][CH2:56]2. Starting materials: [Si](C)(C)(C(C)(C)C)O[C@@H]1CC[C@H](CC1)N1N=CC(=C1F)I (1-(trans-4-{[tert-butyl(dimethyl)silyl]oxy}cyclohexyl)-5-fluoro-4-iodo-1H-pyrazole), C1CCOC1 (THF), C(C)(C)[Mg]Cl (isopropylmagnesium chloride), C1CCOC1 (THF), COB1OC(C(O1)(C)C)(C)C (2-methoxy-4,4,5,5-tetramethyl-1,3,2-dioxaborolane), [NH4+].[Cl-] (NH4Cl). Run at time 1 hour. Yields the product [Si](C)(C)(C(C)(C)C)O[C@@H]1CC[C@H](CC1)N1N=CC(=C1F)B1OC(C(O1)(C)C)(C)C (1-(trans-4-{[tert-Butyl(dimethyl)silyl]oxy}cyclohexyl)-5-fluoro-4-(4,4,5,5-tetramethyl-1,3,2-dioxaborolan-2-yl)-1H-pyrazole). Reaction SMILES: [Si:1]([O:8][C@H:9]1[CH2:14][CH2:13][C@H:12]([N:15]2[C:19]([F:20])=[C:18](I)[CH:17]=[N:16]2)[CH2:11][CH2:10]1)([C:4]([CH3:7])([CH3:6])[CH3:5])([CH3:3])[CH3:2].C1COCC1.C([Mg]Cl)(C)C.CO[B:34]1[O:38][C:37]([CH3:40])([CH3:39])[C:36]([CH3:42])([CH3:41])[O:35]1.[NH4+].[Cl-]>>[Si:1]([O:8][C@H:9]1[CH2:14][CH2:13][C@H:12]([N:15]2[C:19]([F:20])=[C:18]([B:34]3[O:38][C:37]([CH3:40])([CH3:39])[C:36]([CH3:42])([CH3:41])[O:35]3)[CH:17]=[N:16]2)[CH2:11][CH2:10]1)([C:4]([CH3:7])([CH3:6])[CH3:5])([CH3:3])[CH3:2] |f:4.5|. Reported procedure: To a solution of 1-(trans-4-{[tert-butyl(dimethyl)silyl]oxy}cyclohexyl)-5-fluoro-4-iodo-1H-pyrazole (80.0 mg, 0.188 mmol) in THF (2 mL, 20 mmol) at rt was added 1.3 M of isopropylmagnesium chloride in THF (0.58 mL, 0.75 mmol), and the mixture was stirred for 1 h. The reaction was quenched with 2-methoxy-4,4,5,5-tetramethyl-1,3,2-dioxaborolane (0.15 mL, 0.94 mmol), and allowed to stir at rt for 1 h. Sat. NH4Cl was added, and the organic solvent was removed in vacuo. The material was extracted wit... Reactants: CC(=O)OC1CC(C)CCC1C(=O)O, CN(C)C=O, O=C(Cl)C(=O)Cl, ClCCl. The product is CC(=O)OC1CC(C)CCC1C(=O)O, [Cl-]. RXN SMILES: [C:1]([CH3:2])(=[O:3])[O:4][CH:5]1[CH:6]([C:12](=[O:13])[OH:14])[CH2:7][CH2:8][CH:9]([CH3:11])[CH2:10]1.[CH3:21][N:22]([CH3:23])[CH:24]=[O:25].[Cl:15][C:16]([C:17]([Cl:18])=[O:19])=[O:20].[Cl:26][CH2:27][Cl:28]>>[C:1]([CH3:2])(=[O:3])[O:4][CH:5]1[CH:6]([C:12](=[O:13])[OH:14])[CH2:7][CH2:8][CH:9]([CH3:11])[CH2:10]1.[Cl-:15]. The reactants are CN1[C@@H]2CC[C@H]1C[C@H](C2)OC(=O)C(CO)C=3C=CC=CC3.OS(=O)(=O)O (atropine sulfate), C(C(F)(F)F)(OC(F)F)Cl (isoflurane), C(C(F)(F)F)(OC(F)F)Cl (isoflurane), CCCC(C)C1(C(=O)NC(=NC1=O)[S-])CC.[Na+] (sodium thiopental), N#[N+][O-] (nitrous oxide), O=O (oxygen), C(C(F)(F)F)(OC(F)F)Cl (isoflurane). The product is C[C@@H]1CC[C@H]([C@@H](C1)O)C(C)C (L-Menthol). Reaction SMILES: CN1[C@@H]2C[C@@H](O[C:11]([CH:13]([C:16]3C=CC=C[CH:21]=3)[CH2:14]O)=O)C[C@H]1CC2.OS(O)(=O)=O.[CH3:27][CH2:28][CH2:29]C(C1(CC)C(=O)N=C([S-])NC1=O)C.[Na+].N#[N+][O-].O=O.[CH:49](Cl)([O:54]C(F)F)[C:50](F)(F)F>>[CH3:11][C@H:13]1[CH2:14][C@@H:49]([OH:54])[C@H:50]([CH:28]([CH3:29])[CH3:27])[CH2:21][CH2:16]1 |f:0.1,2.3|. Reported procedure: Each dog fasting one whole day and night (weighing about 10 kg) received atropine sulfate as a pre-anesthesia drug intravenously followed by intravenous sodium thiopental to effect the anesthesia. An intratracheal tube was inserted and fixed. A gas mixture of nitrous oxide and oxygen was introduced. Using an isoflurane vaporizer the isoflurane was introduced. The concentration of the isoflurane was increased gradually from 0.5%, whereby maintaining the anesthesia. The reactants are OC1=CC(=CC2=C1C=C(O2)C)C(=O)OCC (ethyl 4-hydroxy-2-methylbenzofuran-6-carboxylate), FC1=CC=C(C=C1)S(=O)(=O)C (1-fluoro-4-(methylsulfonyl)benzene), C(=O)([O-])[O-].[Cs+].[Cs+] (Cs2CO3). Run in CN(C)C=O (DMF). Conditions: temperature 120 celsius. Product: CC=1OC2=C(C1)C(=CC(=C2)C(=O)OCC)OC2=CC=C(C=C2)S(=O)(=O)C (Ethyl 2-methyl-4-[4-(methylsulfonyl)phenoxy]-1-benzofuran-6-carboxylate). The yield is 66.4%. As a reaction SMILES: [OH:1][C:2]1[C:7]2[CH:8]=[C:9]([CH3:11])[O:10][C:6]=2[CH:5]=[C:4]([C:12]([O:14][CH2:15][CH3:16])=[O:13])[CH:3]=1.F[C:18]1[CH:23]=[CH:22][C:21]([S:24]([CH3:27])(=[O:26])=[O:25])=[CH:20][CH:19]=1.C([O-])([O-])=O.[Cs+].[Cs+]>CN(C=O)C>[CH3:11][C:9]1[O:10][C:6]2[CH:5]=[C:4]([C:12]([O:14][CH2:15][CH3:16])=[O:13])[CH:3]=[C:2]([O:1][C:18]3[CH:23]=[CH:22][C:21]([S:24]([CH3:27])(=[O:26])=[O:25])=[CH:20][CH:19]=3)[C:7]=2[CH:8]=1 |f:2.3.4|. Procedure: The mixture of ethyl 4-hydroxy-2-methylbenzofuran-6-carboxylate (4.5 g, 20.4 mmol), 1-fluoro-4-(methylsulfonyl)benzene (5.34 g, 30.7 mmol) and Cs2CO3 (9.99 g, 30.7 mmol) in DMF (10 mL) was heated in a microwave at 120° C. for 60 min. The sample was filtered and the filtrate was concentrated to give an oil residue. The oil was purified by HPLC to give the title compound (5.074 g, 66%) as an off-white solid. 1H NMR (300 MHz, CHLOROFORM-D) d ppm 1.39 (t, J=7.16 Hz, 3 H) 2.46 (s, 3 H) 3.06 (s, 3 H) ... Reactants: C(C)(C)(C)C=1N=C(C2=C(N1)N(N=N2)CC2=C(C=CC=C2)Cl)N2CCOCC2 (5-tert-Butyl-3-(2-chloro-benzyl)-7-morpholin-4-yl-3H-[1,2,3]triazolo[4,5-d]pyrimidine), C(C)(C)(C)C=1N=C(C2=C(N1)N(N=N2)CC2=C(C=CC=C2)Cl)Cl (5-tert-butyl-7-chloro-3-(2-chlorobenzyl)-3H-[1,2,3]triazolo[4,5-d]pyrimidine), C(C)NCC (diethylamine). Yields the product C(C)(C)(C)C=1N=C(C2=C(N1)N(N=N2)CC2=C(C=CC=C2)Cl)N(CC)CC ([5-tert-Butyl-3-(2-chloro-benzyl)-3H-[1,2,3]triazolo[4,5-d]pyrimidin-7-yl]-diethyl-amine), gum. Isolated yield 65.0%. RXN SMILES: [C:1]([C:5]1[N:6]=[C:7]([N:22]2[CH2:27][CH2:26]O[CH2:24][CH2:23]2)[C:8]2[N:13]=[N:12][N:11]([CH2:14][C:15]3[CH:20]=[CH:19][CH:18]=[CH:17][C:16]=3[Cl:21])[C:9]=2[N:10]=1)([CH3:4])([CH3:3])[CH3:2].C(C1N=C(Cl)C2N=NN(CC3C=CC=CC=3Cl)C=2N=1)(C)(C)C.C(NCC)C>>[C:1]([C:5]1[N:6]=[C:7]([N:22]([CH2:27][CH3:26])[CH2:23][CH3:24])[C:8]2[N:13]=[N:12][N:11]([CH2:14][C:15]3[CH:20]=[CH:19][CH:18]=[CH:17][C:16]=3[Cl:21])[C:9]=2[N:10]=1)([CH3:4])([CH3:2])[CH3:3]. Reported procedure: In analogy to the procedure described for the synthesis of 5-tert-butyl-3-(2-chloro-benzyl)-7-morpholin-4-yl-3H-[1,2,3]triazolo[4,5-d]pyrimidine (example 1, step c), the title compound was prepared from 5-tert-butyl-7-chloro-3-(2-chlorobenzyl)-3H-[1,2,3]triazolo[4,5-d]pyrimidine and diethylamine and isolated as colorless gum (11.5 mg, 65%). MS (m/e): 373.4 (MH+). The reactants are C1(CCCCC1)N1C(=NC2=C1C=CC(=C2)CN2CCCCC2)N (1-cyclohexyl-5-piperidin-1-ylmethyl-1H-benzimidazol-2-amine), N1(N=NN=C1)C=1C=C(C(=O)O)C=CC1 (3-(1-tetrazolyl)-benzoic acid), ON1N=NC2=C1C=CC=C2 (1-hydroxybenzotriazole), Cl.CN(CCCN=C=N)C (1-(3-dimethylaminopropyl)carbodiimide hydrochloride). Run in CN(C=O)C (N,N-dimethylformamide), CN(C=O)C (N,N-dimethylformamide), O (water). Conditions: time 18 hour. Product: C1(CCCCC1)N1C(=NC2=C1C=CC(=C2)CN2CCCCC2)NC(C2=CC(=CC=C2)N2N=NN=C2)=O (N-(1-cyclohexyl-5-piperidin-1-ylmethyl-1H-benzimidazol-2-yl)-3-(1-tetrazolyl) benzamide), solid. Isolated yield 17.5%. As a reaction SMILES: [CH:1]1([N:7]2[C:11]3[CH:12]=[CH:13][C:14]([CH2:16][N:17]4[CH2:22][CH2:21][CH2:20][CH2:19][CH2:18]4)=[CH:15][C:10]=3[N:9]=[C:8]2[NH2:23])[CH2:6][CH2:5][CH2:4][CH2:3][CH2:2]1.[N:24]1([C:29]2[CH:30]=[C:31]([CH:35]=[CH:36][CH:37]=2)[C:32](O)=[O:33])[CH:28]=[N:27][N:26]=[N:25]1.ON1C2C=CC=CC=2N=N1.Cl.CN(C)CCCN=C=N>CN(C)C=O.O>[CH:1]1([N:7]2[C:11]3[CH:12]=[CH:13][C:14]([CH2:16][N:17]4[CH2:18][CH2:19][CH2:20][CH2:21][CH2:22]4)=[CH:15][C:10]=3[N:9]=[C:8]2[NH:23][C:32](=[O:33])[C:31]2[CH:35]=[CH:36][CH:37]=[C:29]([N:24]3[CH:28]=[N:27][N:26]=[N:25]3)[CH:30]=2)[CH2:2][CH2:3][CH2:4][CH2:5][CH2:6]1 |f:3.4|. Reported procedure: To a solution of 1-cyclohexyl-5-piperidin-1-ylmethyl-1H-benzimidazol-2-amine (100 mg, 0.32 mmol, prepared above) and 3-(1-tetrazolyl)-benzoic acid (76 mg, 0.40 mmol) in N,N-dimethylformamide (2 mL) was added 1-hydroxybenzotriazole (57 mg, 0.42 mmol) followed by 1-(3-dimethylaminopropyl)carbodiimide hydrochloride (80 mg, 0.42 mmol). N,N-diisoproplethylamine (100 mg, 0.77 mmol) was then added and the solution was allowed to stir at room temperature. After 18 hr, the reaction mixture was diluted wi...